This data is from the Open Reaction Database (ORD), a public repository of structured organic reaction records. The task is: describe an organic reaction: reactants, conditions, products, and yield The reactants are BrC1=CC(=NC2=CC=C(C=C12)Cl)NCC1=C(C=CC=C1)OC ((4-Bromo-6-chloro-quinolin-2-yl)-(2-methoxy-benzyl)-amine), N1=CC(=CC=C1)B(O)O (pyridine-3-boronic acid), C1(=CC=CC=C1)P(C1=CC=CC=C1)C1=CC=CC=C1 (Triphenylphosphine). Reagents/catalysts: C(C)(=O)[O-].[Pd+2].C(C)(=O)[O-] (palladium acetate). The solvent is C(OC)COC (dimethoxyethane), C([O-])([O-])=O.[Na+].[Na+] (sodium carbonate). The product is ClC=1C=C2C(=CC(=NC2=CC1)NCC1=C(C=CC=C1)OC)C=1C=NC=CC1 ((6-Chloro-4-pyridin-3-yl-quinolin-2-yl)-(2-methoxy-benzyl)-amine), foam. The yield is 94.0%. As a reaction SMILES: Br[C:2]1[C:11]2[C:6](=[CH:7][CH:8]=[C:9]([Cl:12])[CH:10]=2)[N:5]=[C:4]([NH:13][CH2:14][C:15]2[CH:20]=[CH:19][CH:18]=[CH:17][C:16]=2[O:21][CH3:22])[CH:3]=1.[N:23]1[CH:28]=[CH:27][CH:26]=[C:25](B(O)O)[CH:24]=1.C1(P(C2C=CC=CC=2)C2C=CC=CC=2)C=CC=CC=1>C(COC)OC.C(=O)([O-])[O-].[Na+].[Na+].C([O-])(=O)C.[Pd+2].C([O-])(=O)C>[Cl:12][C:9]1[CH:10]=[C:11]2[C:6](=[CH:7][CH:8]=1)[N:5]=[C:4]([NH:13][CH2:14][C:15]1[CH:20]=[CH:19][CH:18]=[CH:17][C:16]=1[O:21][CH3:22])[CH:3]=[C:2]2[C:25]1[CH:24]=[N:23][CH:28]=[CH:27][CH:26]=1 |f:4.5.6,7.8.9|. Reported procedure: (4-Bromo-6-chloro-quinolin-2-yl)-(2-methoxy-benzyl)-amine (530 mg, 1.4 mmol) and pyridine-3-boronic acid (224 mg, 1.8 mmol) were dissolved in 16 mL dimethoxyethane and 8 mL 2N sodium carbonate solution. The reaction mixture was evacuated and backfilled with argon for three times. Triphenylphosphine (37 mg, 0.141 mmol) and palladium acetate (16 mg, 0.071 mmol) were added and the mixture was refluxed overnight. The mixture was extracted three times with ethyl acetate (200 mL each). The organic pha... Reactants: ClCCl, CC(C)(C)OC(=O)c1cc2c(s1)NC(=O)C2=Cc1ccc[nH]1, O=C(O)C(F)(F)F. The product is O=C1Nc2sc(C(=O)O)cc2C1=Cc1ccc[nH]1. Reaction SMILES: [Cl:30][CH2:31][Cl:32].[O:1]=[C:2]1[C:3](=[CH:17][c:18]2[nH:19][cH:20][cH:21][cH:22]2)[c:4]2[c:5]([s:7][c:8]([C:10](=[O:11])[O:12][C:13]([CH3:14])([CH3:15])[CH3:16])[cH:9]2)[NH:6]1.[OH:23][C:24]([C:25]([F:26])([F:27])[F:28])=[O:29]>>[O:1]=[C:2]1[C:3](=[CH:17][c:18]2[nH:19][cH:20][cH:21][cH:22]2)[c:4]2[c:5]([s:7][c:8]([C:10](=[O:11])[OH:12])[cH:9]2)[NH:6]1. Reactants: O=Cc1cc(O)ccc1Br, CCCCN, CC(=O)CC(C)=O, CCOC(C)=O, COC(OC)OC, Cl. RXN SMILES: [Br:8][c:9]1[c:10]([CH:11]=[O:12])[cH:13][c:14]([OH:17])[cH:15][cH:16]1.[CH2:25]([NH2:26])[CH2:27][CH2:28][CH3:29].[CH3:1][C:2]([CH2:3][C:4]([CH3:5])=[O:6])=[O:7].[CH3:31][CH2:32][O:33][C:34](=[O:35])[CH3:36].[CH:18]([O:19][CH3:20])([O:21][CH3:22])[O:23][CH3:24].[ClH:30]>>[CH:1]([C:2]([CH2:3][C:4]([CH3:5])=[O:6])=[O:7])=[CH:11][c:10]1[c:9]([Br:8])[cH:16][cH:15][c:14]([OH:17])[cH:13]1. Product: CC(=O)CC(=O)C=Cc1cc(O)ccc1Br. Starting materials: COC=1C=C(C=CC1OC)S (3,4-dimethoxythiophenol), O (water), τ-butyrolactone, [OH-].[Na+] (sodium hydroxide). The solvent is C(C)O (ethanol), C(C)O (ethanol). Product: COC=1C=C(C=CC1OC)SCCCC(=O)O (4-(3,4-dimethoxyphenylthio)butyric acid). RXN SMILES: [CH3:1][O:2][C:3]1[CH:4]=[C:5]([SH:11])[CH:6]=[CH:7][C:8]=1[O:9][CH3:10].[OH-:12].[Na+].[OH2:14]>C(O)C>[CH3:1][O:2][C:3]1[CH:4]=[C:5]([S:11][CH2:4][CH2:3][CH2:8][C:7]([OH:14])=[O:12])[CH:6]=[CH:7][C:8]=1[O:9][CH3:10] |f:1.2|. Procedure details: In ethanol (50 ml) is dissolved 3,4-dimethoxythiophenol (28 g), to the resulting mixture is added an ethanol solution (77 ml) of 2.5M sodium hydroxide, and the mixture is heated for 10 minutes under reflux. To the reaction mixture is then added τ-butyrolactone (18.5 g) and the mixture is heated for 3 hours under reflux. To the reaction mixture is added water (100 ml), then ethanol is distilled off under reduced pressure. The remaining aqueous solution is washed with ethyl acetate, and the aqueou... Reactants: ClCCl (dichloromethane), [OH-].[Na+] (sodium hydroxide), BrC(C(=O)Cl)CCBr (2,4-dibromobutyryl chloride), [OH-].[Na+] (sodium hydroxide), Cl.CNO (N-methylhydroxylamine hydrochloride), [OH-].[Na+] (sodium hydroxide). Solvent: O (water). Conditions: temperature 5 celsius, time 2 hour. The product is BrC1C(N(OCC1)C)=O (4-Bromotetrahydro-2-methyl-2H-1,2-oxazin-3-one). As a reaction SMILES: ClCCl.[OH-].[Na+].Cl.[CH3:7][NH:8][OH:9].[Br:10][CH:11]([CH2:15][CH2:16]Br)[C:12](Cl)=[O:13]>O>[Br:10][CH:11]1[CH2:15][CH2:16][O:9][N:8]([CH3:7])[C:12]1=[O:13] |f:1.2,3.4|. Procedure details: A mixture of 65 mL of dichloromethane and 2.6 g (33 mmol) of 50% aqueous sodium hydroxide in 8 mL of water was treated with 2.5 g (30 mmol) of N-methylhydroxylamine hydrochloride. After cooling to 5° C., 8.5 g (32 mmol) of 2,4-dibromobutyryl chloride* was added dropwise, with the temperature maintained at 5° to 8° C. An additional 2.6 g of 50% aqueous sodium hydroxide was added, and the mixture was stirred for 2 hours at 5° C. A final 2.6 g of 50% aqueous sodium hydroxide was added, and the mixt... The reactants are ClC=1N=CC(=NC1)C(C)(C)O (2-(5-chloropyrazin-2-yl)propan-2-ol), CNCCNC (N1,N2-dimethylethane-1,2-diamine), [O-]P(=O)([O-])[O-].[K+].[K+].[K+] (potassium phosphate tribasic), C[C@]1(C[C@]2(CNC(O2)=O)CCC1)CN1C=NC2=C1C=C(C=C2)C#N (1-(((5S,7S)-7-methyl-2-oxo-1-oxa-3-azaspiro[4.5]decan-7-yl)methyl)-1H-benzo[d]imidazole-6-carbonitrile). The reagents and catalysts are [Cu]I (copper(I) iodide). Solvent: O1CCOCC1 (1,4-dioxane), C(Cl)Cl (DCM), O (water), N (NH3), CO (MeOH), O (water). Conditions: temperature 100 celsius, time 10 minute. Product: OC(C)(C)C=1N=CC(=NC1)N1C(O[C@]2(C1)C[C@@](CCC2)(C)CN2C=NC1=C2C=C(C=C1)C#N)=O (1-(((5S,7S)-3-(5-(2-hydroxypropan-2-yl)pyrazin-2-yl)-7-methyl-2-oxo-1-oxa-3-azaspiro[4.5]decan-7-yl)methyl)-1H-benzo[d]imidazole-6-carbonitrile). As a reaction SMILES: Cl[C:2]1[N:3]=[CH:4][C:5]([C:8]([OH:11])([CH3:10])[CH3:9])=[N:6][CH:7]=1.[O-]P([O-])([O-])=O.[K+].[K+].[K+].[CH3:20][C@:21]1([CH2:32][N:33]2[C:37]3[CH:38]=[C:39]([C:42]#[N:43])[CH:40]=[CH:41][C:36]=3[N:35]=[CH:34]2)[CH2:31][CH2:30][CH2:29][C@:23]2([O:27][C:26](=[O:28])[NH:25][CH2:24]2)[CH2:22]1.CNCCNC>C(Cl)Cl.O.N.CO.[Cu]I.O1CCOCC1>[OH:11][C:8]([C:5]1[N:6]=[CH:7][C:2]([N:25]2[CH2:24][C@@:23]3([CH2:29][CH2:30][CH2:31][C@@:21]([CH2:32][N:33]4[C:37]5[CH:38]=[C:39]([C:42]#[N:43])[CH:40]=[CH:41][C:36]=5[N:35]=[CH:34]4)([CH3:20])[CH2:22]3)[O:27][C:26]2=[O:28])=[N:3][CH:4]=1)([CH3:10])[CH3:9] |f:1.2.3.4|. Procedure: Two identical reactions were set up: To a 1 L flask containing 2-(5-chloropyrazin-2-yl)propan-2-ol (18.29 g, 106 mmol) was added reagents in the following order: first potassium phosphate tribasic (36.0 g, 170 mmol), followed by 1-(((5S,7S)-7-methyl-2-oxo-1-oxa-3-azaspiro[4.5]decan-7-yl)methyl)-1H-benzo[d]imidazole-6-carbonitrile (27.5 g, 85 mmol). Next 1,4-dioxane (424 mL) was added followed by N1,N2-dimethylethane-1,2-diamine (7.47 g, 85 mmol). To the resulting white slurry was added copper(I)... The reactants are ClCCl, CCCOC(=O)N(C)SNc1ccc(Oc2ccc(C(F)(F)F)cc2Cl)cc1F, O=C=NC(=O)c1c(F)cccc1F. The product is CCCOC(=O)N(C)SN(C(=O)NC(=O)c1c(F)cccc1F)c1ccc(Oc2ccc(C(F)(F)F)cc2Cl)cc1F. As a reaction SMILES: [CH2:43]([Cl:44])[Cl:45].[Cl:14][c:15]1[c:16]([O:17][c:18]2[cH:19][c:20]([F:34])[c:21]([NH:24][S:25][N:26]([C:27]([O:28][CH2:29][CH2:30][CH3:31])=[O:32])[CH3:33])[cH:22][cH:23]2)[cH:35][cH:36][c:37]([C:39]([F:40])([F:41])[F:42])[cH:38]1.[F:1][c:2]1[c:3]([C:4](=[O:5])[N:6]=[C:7]=[O:8])[c:9]([F:13])[cH:10][cH:11][cH:12]1>>[F:1][c:2]1[c:3]([C:4](=[O:5])[NH:6][C:7](=[O:8])[N:24]([c:21]2[c:20]([F:34])[cH:19][c:18]([O:17][c:16]3[c:15]([Cl:14])[cH:38][c:37]([C:39]([F:40])([F:41])[F:42])[cH:36][cH:35]3)[cH:23][cH:22]2)[S:25][N:26]([C:27]([O:28][CH2:29][CH2:30][CH3:31])=[O:32])[CH3:33])[c:9]([F:13])[cH:10][cH:11][cH:12]1.